This data is from the Open Reaction Database (ORD), a public repository of structured organic reaction records. The task is: describe an organic reaction: reactants, conditions, products, and yield The reactants are FC=1C=C2C(=C(/C(/C2=CC1)=C/C1=CC=NC=C1)C)CCON (O-2-[Z-5-fluoro-2-methyl-1-(4-pyridyl)methylene-1H-inden-3-yl]ethyl hydroxylamine), O=C(C(=O)O)C (2-oxopropionic acid). Product: FC=1C=C2C(=C(/C(/C2=CC1)=C/C1=CC=NC=C1)C)CCON=C(C(C)=O)O (2-oxopropionic acid-O-2-[Z-5-fluoro-2-methyl-1-(4-pyridyl)methylene-1H-inden-3-yl]ethyl oxime). As a reaction SMILES: [F:1][C:2]1[CH:3]=[C:4]2[C:8](=[CH:9][CH:10]=1)/[C:7](=[CH:11]\[C:12]1[CH:17]=[CH:16][N:15]=[CH:14][CH:13]=1)/[C:6]([CH3:18])=[C:5]2[CH2:19][CH2:20][O:21][NH2:22].[O:23]=[C:24]([CH3:28])[C:25](O)=[O:26]>>[F:1][C:2]1[CH:3]=[C:4]2[C:8](=[CH:9][CH:10]=1)/[C:7](=[CH:11]\[C:12]1[CH:13]=[CH:14][N:15]=[CH:16][CH:17]=1)/[C:6]([CH3:18])=[C:5]2[CH2:19][CH2:20][O:21][N:22]=[C:25]([OH:26])[C:24](=[O:23])[CH3:28]. Procedure details: The title compound is prepared by reaction of O-2-[Z-5-fluoro-2-methyl-1-(4-pyridyl)methylene-1H-inden-3-yl]ethyl hydroxylamine with 2-oxopropionic acid by the method of Example 1. Reactants: C=O (formaldehyde), C(CCCCCCC)NCCCCCCCC (di-n-octylamine), N1N=CN=C1 (1,2,4-triazole), S(=O)(=O)([O-])[O-].[Na+].[Na+] (sodium sulphate). The solvent is C(Cl)Cl (methylene chloride), C(CCl)Cl (ethylene chloride). Reaction conditions: time 15 hour. Yields the product N1(N=CN=C1)CN(CCCCCCCC)CCCCCCCC (1,2,4-Triazol-1-ylmethyldi-n-octylamine). As a reaction SMILES: [CH2:1]=O.[CH2:3]([NH:11][CH2:12][CH2:13][CH2:14][CH2:15][CH2:16][CH2:17][CH2:18][CH3:19])[CH2:4][CH2:5][CH2:6][CH2:7][CH2:8][CH2:9][CH3:10].[NH:20]1[CH:24]=[N:23][CH:22]=[N:21]1.S([O-])([O-])(=O)=O.[Na+].[Na+]>C(Cl)Cl.C(Cl)CCl>[N:20]1([CH2:1][N:11]([CH2:3][CH2:4][CH2:5][CH2:6][CH2:7][CH2:8][CH2:9][CH3:10])[CH2:12][CH2:13][CH2:14][CH2:15][CH2:16][CH2:17][CH2:18][CH3:19])[CH:24]=[N:23][CH:22]=[N:21]1 |f:3.4.5|. Reported procedure: 77 g (0.77 mol) of 30% strength formaldehyde solution were added dropwise to 187 g (0.77 mol) of di-n-octylamine and 54 g (0.77 mol) of 1,2,4-triazole in 400 ml of methylene chloride (or ethylene chloride) at such a rate that the temperature rose to 30° to 35° C. After addition of 200 g of anhydrous sodium sulphate, the mixture was stirred at 35° to 40° C. for 10 to 20 hours, the suspension was filtered off and the filtrate was evaporated. Yield 244 g (98%) of a clear pale yellow oil, nD20 : 1.4... Reactants: CC(=O)O, O=C1CCC(=O)N1Cl, CSc1cc(-c2ccco2)nc(N)n1. Product: CSc1nc(N)nc(-c2ccco2)c1Cl. RXN SMILES: [CH3:23][C:24](=[O:25])[OH:26].[Cl:15][N:16]1[C:17](=[O:18])[CH2:19][CH2:20][C:21]1=[O:22].[o:1]1[c:2](-[c:6]2[n:7][c:8]([NH2:14])[n:9][c:10]([S:12][CH3:13])[cH:11]2)[cH:3][cH:4][cH:5]1>>[o:1]1[c:2](-[c:6]2[n:7][c:8]([NH2:14])[n:9][c:10]([S:12][CH3:13])[c:11]2[Cl:15])[cH:3][cH:4][cH:5]1. Product: C(C)(C)(C)C1=CC=C(C=C1)C=1C=C2C=C(N(C2=CC1)C1=CC(=C(C=C1)C)[N+](=O)[O-])C(=O)O (5-(4-tert-Butylphenyl)-1-(4-methyl-3-nitrophenyl)indole-2-carboxylic acid). Procedure: The title compound was prepared in accordance with Example 1 using 5-(4-tert-butylphenyl)indole-2-carboxylic acid ethyl ester and 4-bromo-1-methyl-2-nitrobenzene. Reaction SMILES: C([O:3][C:4]([C:6]1[NH:7][C:8]2[C:13]([CH:14]=1)=[CH:12][C:11]([C:15]1[CH:20]=[CH:19][C:18]([C:21]([CH3:24])([CH3:23])[CH3:22])=[CH:17][CH:16]=1)=[CH:10][CH:9]=2)=[O:5])C.Br[C:26]1[CH:31]=[CH:30][C:29]([CH3:32])=[C:28]([N+:33]([O-:35])=[O:34])[CH:27]=1>>[C:21]([C:18]1[CH:19]=[CH:20][C:15]([C:11]2[CH:12]=[C:13]3[C:8](=[CH:9][CH:10]=2)[N:7]([C:26]2[CH:31]=[CH:30][C:29]([CH3:32])=[C:28]([N+:33]([O-:35])=[O:34])[CH:27]=2)[C:6]([C:4]([OH:3])=[O:5])=[CH:14]3)=[CH:16][CH:17]=1)([CH3:22])([CH3:24])[CH3:23]. Starting materials: C(C)OC(=O)C=1NC2=CC=C(C=C2C1)C1=CC=C(C=C1)C(C)(C)C (5-(4-tert-butylphenyl)indole-2-carboxylic acid ethyl ester), BrC1=CC(=C(C=C1)C)[N+](=O)[O-] (4-bromo-1-methyl-2-nitrobenzene). The reactants are BrC1=CC(=NC2=CC=C(C=C12)O)C1=CC(=C(C=C1)O)F (4-Bromo-2-(3-fluoro-4-hydroxyphenyl)quinolin-6-ol), C[Si](C)(C)C#C[Sn](CCCC)(CCCC)CCCC ((trimethylsilylethynyl)tributyltin). Yields the product FC=1C=C(C=CC1O)C1=NC2=CC=C(C=C2C(=C1)C#C[Si](C)(C)C)O (2-(3-Fluoro-4-hydroxyphenyl)-4-[(trimethylsilyl)ethynyl]quinolin-6-ol). The yield is 94.0%. As a reaction SMILES: Br[C:2]1[C:11]2[C:6](=[CH:7][CH:8]=[C:9]([OH:12])[CH:10]=2)[N:5]=[C:4]([C:13]2[CH:18]=[CH:17][C:16]([OH:19])=[C:15]([F:20])[CH:14]=2)[CH:3]=1.[CH3:21][Si:22]([C:25]#[C:26][Sn](CCCC)(CCCC)CCCC)([CH3:24])[CH3:23]>>[F:20][C:15]1[CH:14]=[C:13]([C:4]2[CH:3]=[C:2]([C:26]#[C:25][Si:22]([CH3:24])([CH3:23])[CH3:21])[C:11]3[C:6](=[CH:7][CH:8]=[C:9]([OH:12])[CH:10]=3)[N:5]=2)[CH:18]=[CH:17][C:16]=1[OH:19]. Procedure details: This compound was prepared from 6b and (trimethylsilylethynyl)tributyltin according to method J. Red powder; Yield: 94%; 1H-NMR (300 MHz, acetone-d6) δ 0.43 (s, 9H), 7.21 (dd, J=8.8, 8.8 Hz, 1H), 7.51 (dd, J=9.1, 2.7 Hz, 1H), 7.68 (d, J=2.7 Hz, 1H), 8.05 (m, 1H), 8.07 (d, J=9.0 Hz, 1H), 8.13 (s, 1H), 8.18 (dd, J=12.8, 2.1 Hz, 1H), 9.05 (s, 1H), 9.26 (s, 1H); MS (ESI) m/z 350 ([M−H]−), 352 ([M+H]+). The reactants are C(C)(=O)O[BH-](OC(C)=O)OC(C)=O.[Na+] (Sodium triacetoxyborohydride), CN(C(OCC1=CC=CC=C1)=O)CC=O (benzyl methyl(2-oxoethyl)carbamate), N(=[N+]=[N-])CCOCCOCCOCCNC (2-(2-(2-(2-azidoethoxy)ethoxy)ethoxy)-N-methylethanamine), C(C)(=O)O (acetic acid). The solvent is C1CCOC1 (THF), C(C)(=O)OCC (ethyl acetate). Reaction conditions: time 2 hour. The product is N(=[N+]=[N-])CCOCCOCCOCCN(CCN(C(OCC1=CC=CC=C1)=O)C)C (Benzyl 14-azido-3-methyl-6,9,12-trioxa-3-azatetradecyl(methyl)carbamate). The yield is 58.4%. RXN SMILES: C(O[BH-](OC(=O)C)OC(=O)C)(=O)C.[Na+].[CH3:15][N:16]([CH2:27][CH:28]=O)[C:17](=[O:26])[O:18][CH2:19][C:20]1[CH:25]=[CH:24][CH:23]=[CH:22][CH:21]=1.[N:30]([CH2:33][CH2:34][O:35][CH2:36][CH2:37][O:38][CH2:39][CH2:40][O:41][CH2:42][CH2:43][NH:44][CH3:45])=[N+:31]=[N-:32].C(O)(=O)C>C1COCC1.C(OCC)(=O)C>[N:30]([CH2:33][CH2:34][O:35][CH2:36][CH2:37][O:38][CH2:39][CH2:40][O:41][CH2:42][CH2:43][N:44]([CH3:45])[CH2:28][CH2:27][N:16]([CH3:15])[C:17](=[O:26])[O:18][CH2:19][C:20]1[CH:21]=[CH:22][CH:23]=[CH:24][CH:25]=1)=[N+:31]=[N-:32] |f:0.1|. Procedure details: Sodium triacetoxyborohydride (3.55 g, 16.8 mmol) was added portionwise at room temperature to benzyl methyl(2-oxoethyl)carbamate (2.68 g, 12.9 mmol), 2-(2-(2-(2-azidoethoxy)ethoxy)ethoxy)-N-methylethanamine 222c (3.00 g, 12.9 mmol), and acetic acid (2 equiv.) in THF (20 mL). The mixture was stirred for 2 hours, diluted with ethyl acetate, washed with saturated aqueous sodium bicarbonate and brine, dried (Mg2SO4) and evaporated. The residue was purified by Combiflash purification system (ethyl ac... The reactants are CS(C)=O, Cn1nc(C(F)(F)F)c(C=O)c1Cl, [F-], [K+], O. Product: Cn1nc(C(F)(F)F)c(C=O)c1F. Reaction SMILES: [CH3:17][S:18](=[O:19])[CH3:20].[Cl:3][c:4]1[c:5]([CH:14]=[O:15])[c:6]([C:10]([F:11])([F:12])[F:13])[n:7][n:8]1[CH3:9].[F-:1].[K+:2].[OH2:16]>>[F:1][c:4]1[c:5]([CH:14]=[O:15])[c:6]([C:10]([F:11])([F:12])[F:13])[n:7][n:8]1[CH3:9].